From a dataset of the Open Reaction Database (ORD), a public repository of structured organic reaction records. describe an organic reaction: reactants, conditions, products, and yield The reactants are [Cl-].[Cl-].[Cl-].[Al+3] (aluminum trichloride), O(C1=CC=CC=C1)CCCC(=O)Cl (4-phenoxybutyryl chloride), Cl (hydrochloric acid), ice. Solvent: ClCCCl (1,2-dichloroethane), ClCCCl (1,2-dichloroethane). The product is O1CCCC(C2=C1C=CC=C2)=O (2,3-Dihydro-1-benzoxepin-5(4H)-one). RXN SMILES: [O:1]([CH2:8][CH2:9][CH2:10][C:11](Cl)=[O:12])[C:2]1[CH:7]=[CH:6][CH:5]=[CH:4][CH:3]=1.[Cl-].[Cl-].[Cl-].[Al+3].Cl>ClCCCl>[O:1]1[C:2]2[CH:7]=[CH:6][CH:5]=[CH:4][C:3]=2[C:11](=[O:12])[CH2:10][CH2:9][CH2:8]1 |f:1.2.3.4|. Reported procedure: A solution of 238 g (1.2 mole) of 4-phenoxybutyryl chloride, dissolved in 350 ml of 1,2-dichloroethane, is added dropwise to a suspension, cooled to 0° C., of 192 g of aluminum trichloride in 1,200 ml of 1,2-dichloroethane within 4.5 hours while passing through nitrogen and stirring vigorously. The mixture is then stirred at 0° C. for 1.5 hours and allowed to warm to room temperature overnight. The mixture is added to a stirred mixture of 2,000 ml of concentrated hydrochloric acid and 2.5 kg of ... Reactants: C1CCOC1, [H-], CI, [Na+], O, CCCCCN1C(=O)C2(CC(O)c3cc4c(cc32)OCO4)c2ccccc21. The product is CCCCCN1C(=O)C2(CC(OC)c3cc4c(cc32)OCO4)c2ccccc21. Reaction SMILES: [CH2:33]1[O:34][CH2:35][CH2:36][CH2:37]1.[H-:28].[I:30][CH3:31].[Na+:29].[OH2:32].[OH:1][CH:2]1[CH2:3][C:4]2([c:5]3[cH:6][c:7]4[c:8]([cH:12][c:13]31)[O:9][CH2:10][O:11]4)[C:14](=[O:27])[N:15]([CH2:22][CH2:23][CH2:24][CH2:25][CH3:26])[c:16]1[cH:17][cH:18][cH:19][cH:20][c:21]12>>[O:1]([CH:2]1[CH2:3][C:4]2([c:5]3[cH:6][c:7]4[c:8]([cH:12][c:13]31)[O:9][CH2:10][O:11]4)[C:14](=[O:27])[N:15]([CH2:22][CH2:23][CH2:24][CH2:25][CH3:26])[c:16]1[cH:17][cH:18][cH:19][cH:20][c:21]12)[CH3:31]. Starting materials: [I-].[Na+] (sodium iodide), C(C1=CC=CC=C1)(=O)NC(C(=O)OCC)C(=O)OCC (diethyl 2-benzoylaminomalonate), C1(=CC=CC=C1)SCCCl (2-chloroethyl phenyl sulfide), [OH-].[Li+] (lithium hydroxide). Solvent: CC(=O)C (acetone), CN1C(CCC1)=O (N-methylpyrrolidone), O (water), ice water. Conditions: time 15 hour. Product: C(C1=CC=CC=C1)(=O)NC(C(=O)OCC)(C(=O)OCC)CCSC1=CC=CC=C1 (diethyl 2-benzoylamino-2-(2-phenylsulfanylethyl)malonate). The yield is 17.8%. As a reaction SMILES: [I-].[Na+].[C:3]1([S:9][CH2:10][CH2:11]Cl)[CH:8]=[CH:7][CH:6]=[CH:5][CH:4]=1.[OH-].[Li+].[C:15]([NH:23][CH:24]([C:30]([O:32][CH2:33][CH3:34])=[O:31])[C:25]([O:27][CH2:28][CH3:29])=[O:26])(=[O:22])[C:16]1[CH:21]=[CH:20][CH:19]=[CH:18][CH:17]=1>CC(C)=O.O.CN1CCCC1=O>[C:15]([NH:23][C:24]([CH2:11][CH2:10][S:9][C:3]1[CH:8]=[CH:7][CH:6]=[CH:5][CH:4]=1)([C:30]([O:32][CH2:33][CH3:34])=[O:31])[C:25]([O:27][CH2:28][CH3:29])=[O:26])(=[O:22])[C:16]1[CH:17]=[CH:18][CH:19]=[CH:20][CH:21]=1 |f:0.1,3.4|. Procedure: A solution comprised of sodium iodide (7.9 g, 52.7 mmol) and 2-chloroethyl phenyl sulfide (4.7 g, 27.2 mmol) in acetone (40 mL) was refluxed for 15 hours. The reaction mixture was cooled, diluted with ice water and extracted with ethyl acetate. The extract was concentrated and the residue was combined with N-methylpyrrolidone (20 mL), lithium hydroxide (1.6 g, 67 mmol) and diethyl 2-benzoylaminomalonate (5 g, 18 mmol). The mixture was stirred at ambient temperature of 15 hours and then poured in... Reactants: CC(O)=S, C=CCOC(=O)N1CC(OS(C)(=O)=O)CC1CCN=[N+]=[N-], CC(C)(C)[O-], CN(C)C=O, CCOC(C)=O, [K+], O. Yields the product C=CCOC(=O)N1CC(SC(C)=O)CC1CCN=[N+]=[N-]. Reaction SMILES: [C:7]([CH3:8])(=[S:9])[OH:10].[CH2:11]([CH:12]=[CH2:13])[O:14][C:15](=[O:16])[N:17]1[CH:18]([CH2:27][CH2:28][N:29]=[N+:30]=[N-:31])[CH2:19][CH:20]([O:22][S:23]([CH3:24])(=[O:25])=[O:26])[CH2:21]1.[CH3:1][C:2]([CH3:3])([O-:4])[CH3:5].[CH3:33][N:34]([CH3:35])[CH:36]=[O:37].[CH3:38][CH2:39][O:40][C:41](=[O:42])[CH3:43].[K+:6].[OH2:32]>>[C:7]([CH3:8])([S:9][CH:20]1[CH2:19][CH:18]([CH2:27][CH2:28][N:29]=[N+:30]=[N-:31])[N:17]([C:15]([O:14][CH2:11][CH:12]=[CH2:13])=[O:16])[CH2:21]1)=[O:10]. Procedure details: N(8)-(2-Methoxy-benzyl)-N(2)-(6-methyl-pyridin-3-yl)-[1,2,4]triazolo[1,5-a]pyridine-2,8-diamine was prepared from 6-Methyl-pyridin-3-ylamine (83.90 mg, 0.7758 mmol) and (2-chloro-[1,2,4]triazolo[1,5-a]pyridin-8-yl)-(2-methoxy-benzyl)-amine (200.00 mg, 0.69268 mmol) in a manner analogous to Example 2d. Product isolated as a red foam (23.23 mg, 9%). 1H NMR (400 MHz, (D3C)2SO, δ, ppm): 9.51 (s, 1H), 8.74 (s, 1H), 8.10 (d, J=8.8 Hz, 1H), 7.97 (d, J=6.7 Hz, 1H), 7.23 (m, 2H), 7.15 (d, J=8.8 Hz, 1H), ... RXN SMILES: [CH3:1][C:2]1[N:7]=[CH:6][C:5]([NH2:8])=[CH:4][CH:3]=1.Cl[C:10]1[N:28]=[C:13]2[C:14]([NH:18][CH2:19][C:20]3[CH:25]=[CH:24][CH:23]=[CH:22][C:21]=3[O:26][CH3:27])=[CH:15][CH:16]=[CH:17][N:12]2[N:11]=1>>[CH3:27][O:26][C:21]1[CH:22]=[CH:23][CH:24]=[CH:25][C:20]=1[CH2:19][NH:18][C:14]1[C:13]2[N:12]([N:11]=[C:10]([NH:8][C:5]3[CH:6]=[N:7][C:2]([CH3:1])=[CH:3][CH:4]=3)[N:28]=2)[CH:17]=[CH:16][CH:15]=1. Reactants: CC1=CC=C(C=N1)N (6-Methyl-pyridin-3-ylamine), ClC1=NN2C(C(=CC=C2)NCC2=C(C=CC=C2)OC)=N1 ((2-chloro-[1,2,4]triazolo[1,5-a]pyridin-8-yl)-(2-methoxy-benzyl)-amine). Product: COC1=C(CNC=2C=3N(C=CC2)N=C(N3)NC=3C=NC(=CC3)C)C=CC=C1 (N(8)-(2-Methoxy-benzyl)-N(2)-(6-methyl-pyridin-3-yl)-[1,2,4]triazolo[1,5-a]pyridine-2,8-diamine), foam. Isolated yield 9.0%. Starting materials: NC1=NC(=CC(=N1)OC)OC (2-amino-4,6-dimethoxypyrimidine), N(=C=O)S(=O)(=O)OC1=C(C=CC=C1)C=1N=NSC1 (2-(1,2,3-Thiadiazol-4-yl)phenyl isocyanatosulfonate). Run in O1CCCC1 (tetrahydrofuran), O1CCCC1 (tetrahydrofuran). Run at temperature 25 celsius, time 3 hour. The product is COC1=NC(=NC(=C1)OC)NC(=O)NS(OC1=C(C=CC=C1)C=1N=NSC1)(=O)=O (2-(1,2,3-Thiadiazol-4-yl)phenyl N-[(4,6-dimethoxypyrimidin-2-yl)aminocarbonyl]sulfamate). Isolated yield 26.7%. RXN SMILES: [NH2:1][C:2]1[N:7]=[C:6]([O:8][CH3:9])[CH:5]=[C:4]([O:10][CH3:11])[N:3]=1.[N:12]([S:15]([O:18][C:19]1[CH:24]=[CH:23][CH:22]=[CH:21][C:20]=1[C:25]1[N:26]=[N:27][S:28][CH:29]=1)(=[O:17])=[O:16])=[C:13]=[O:14]>O1CCCC1>[CH3:9][O:8][C:6]1[CH:5]=[C:4]([O:10][CH3:11])[N:3]=[C:2]([NH:1][C:13]([NH:12][S:15](=[O:17])(=[O:16])[O:18][C:19]2[CH:24]=[CH:23][CH:22]=[CH:21][C:20]=2[C:25]2[N:26]=[N:27][S:28][CH:29]=2)=[O:14])[N:7]=1. Reported procedure: By the procedure of Example 4, 5.3 g of 2-amino-4,6-dimethoxypyrimidine in 20 ml of tetrahydrofuran was reacted with 14 g of the isocyanate prepared in Example 5 above in 30 ml of tetrahydrofuran. After stirring the mixture at 25° C. for 3 hours, the mixture was filtered and the solid isolated was recrystallized from acetonitrile to yield 4 g of the title compound; m.p. 173°-175° C.